Dataset: the Open Reaction Database (ORD), a public repository of structured organic reaction records. Task: describe an organic reaction: reactants, conditions, products, and yield The reactants are ClC=1C=C(C=C(C1C[C@H]1C(N(CC1)[C@@H]1CC[C@H](CC1)OC)=O)Cl)C1=CC=C(C=C1)C(=O)O (3′,5′-dichloro-4′-[(R)-trans-1-(4-methoxy-cyclohexyl)-2-oxo-pyrrolidin-3-ylmethyl]-biphenyl-4-carboxylic acid), Cl.CN(CCCN=C=NCC)C (1-(3-dimethylaminopropyl)-3-ethylcarbodiimide hydrochloride), CN1CCOCC1 (N-methylmorpholine), OC1=CC=CC=2NN=NC21 (hydroxybenzotriazole), Cl.FC(C1CCNCC1)(F)F (4-trifluoromethyl-piperidine hydrochloride). Run in C(Cl)Cl (CH2Cl2). Conditions: time 12 hour. The product is ClC=1C=C(C=C(C1C[C@H]1C(N(CC1)[C@@H]1CC[C@H](CC1)OC)=O)Cl)C1=CC=C(C=C1)C(=O)N1CCC(CC1)C(F)(F)F ((R)-3-[3,5-Dichloro-4′-(4-trifluoromethyl-piperidine-1-carbonyl)-biphenyl-4-ylmethyl]-trans-1-(4-methoxy-cyclohexyl)-pyrrolidin-2-one). As a reaction SMILES: [Cl:1][C:2]1[CH:3]=[C:4]([C:24]2[CH:29]=[CH:28][C:27]([C:30](O)=[O:31])=[CH:26][CH:25]=2)[CH:5]=[C:6]([Cl:23])[C:7]=1[CH2:8][C@@H:9]1[CH2:13][CH2:12][N:11]([C@H:14]2[CH2:19][CH2:18][C@H:17]([O:20][CH3:21])[CH2:16][CH2:15]2)[C:10]1=[O:22].Cl.CN(C)CCCN=C=NCC.CN1CCOCC1.OC1C2N=NNC=2C=CC=1.Cl.[F:63][C:64]([F:72])([F:71])[CH:65]1[CH2:70][CH2:69][NH:68][CH2:67][CH2:66]1>C(Cl)Cl>[Cl:23][C:6]1[CH:5]=[C:4]([C:24]2[CH:29]=[CH:28][C:27]([C:30]([N:68]3[CH2:69][CH2:70][CH:65]([C:64]([F:72])([F:71])[F:63])[CH2:66][CH2:67]3)=[O:31])=[CH:26][CH:25]=2)[CH:3]=[C:2]([Cl:1])[C:7]=1[CH2:8][C@@H:9]1[CH2:13][CH2:12][N:11]([C@H:14]2[CH2:19][CH2:18][C@H:17]([O:20][CH3:21])[CH2:16][CH2:15]2)[C:10]1=[O:22] |f:1.2,5.6|. Procedure: Mix 3′,5′-dichloro-4′-[(R)-trans-1-(4-methoxy-cyclohexyl)-2-oxo-pyrrolidin-3-ylmethyl]-biphenyl-4-carboxylic acid (0.350 g, 0.74 mmol), 1-(3-dimethylaminopropyl)-3-ethylcarbodiimide hydrochloride (0.216 g, 1.11 mmol), N-methylmorpholine (0.33 mL, 2.95 mmol), hydroxybenzotriazole (0.247 g, 0.74 mmol) and 4-trifluoromethyl-piperidine hydrochloride (0.226 g, 1.47 mmol) in CH2Cl2 (10 mL). Stir for 12 hours at room temperature. Quench with 1N HCl and extract with ethyl acetate. Wash the extract with ... Reaction SMILES: [CH3:1][C:2]1[NH:3][C:4](=[O:12])[C:5]2[C:10]([CH:11]=1)=[CH:9][CH:8]=[CH:7][CH:6]=2.C1C=CC(C2C=CC(C3OC(C4C=CC=CC=4)=CN=3)=CC=2)=CC=1.[Br:36]N1C(=O)CCC1=O>C(Cl)(Cl)(Cl)Cl.CCOC(C)=O>[Br:36][CH2:1][C:2]1[NH:3][C:4](=[O:12])[C:5]2[C:10]([CH:11]=1)=[CH:9][CH:8]=[CH:7][CH:6]=2. Reactants: CC=1NC(C2=CC=CC=C2C1)=O (3-methylisoquinolin-1(2H)-one), C1=CC=C(C=C1)C2=CC=C(C=C2)C3=NC=C(O3)C4=CC=CC=C4 (2-(4-biphenyl)-5-phenyloxazole), BrN1C(CCC1=O)=O (N-bromosuccinimide). Run in CCOC(=O)C (EtOAc), C(Cl)(Cl)(Cl)Cl (CCl4). Yields the product BrCC=1NC(C2=CC=CC=C2C1)=O (3-(Bromomethyl)isoquinolin-1(2H)-one). Procedure: To a refluxing solution of 3-methylisoquinolin-1(2H)-one (1.7 g, 10.69 mmol) and 2-(4-biphenyl)-5-phenyloxazole (120 mg) in CCl4 (30 mL) was added N-bromosuccinimide (1.9 g, 10.7 mmol) in portions. The reaction mixture was stirred at reflux for 2 h. After cooling to room temperature, the reaction mixture was diluted with EtOAc, filtered and concentrated to give the crude product, which was used for the next step without further purification. LC-MS: m/z 238 (M+H+).